From a dataset of the Open Reaction Database (ORD), a public repository of structured organic reaction records. describe an organic reaction: reactants, conditions, products, and yield Reactants: C1CCOC1, COC(=O)C1(CCN(C)C(=O)OC(C)(C)C)CCCC1, CO, [Li+], [OH-], O. The product is CN(CCC1(C(=O)O)CCCC1)C(=O)OC(C)(C)C. Reaction SMILES: [CH2:23]1[O:24][CH2:25][CH2:26][CH2:27]1.[CH3:1][O:2][C:3](=[O:4])[C:5]1([CH2:10][CH2:11][N:12]([CH3:13])[C:14](=[O:15])[O:16][C:17]([CH3:18])([CH3:19])[CH3:20])[CH2:6][CH2:7][CH2:8][CH2:9]1.[CH3:28][OH:29].[Li+:22].[OH-:21].[OH2:30]>>[O:2]=[C:3]([OH:4])[C:5]1([CH2:10][CH2:11][N:12]([CH3:13])[C:14](=[O:15])[O:16][C:17]([CH3:18])([CH3:19])[CH3:20])[CH2:6][CH2:7][CH2:8][CH2:9]1. Starting materials: O=C([O-])[O-], Cc1cc2c([nH]1)c(=O)n(C)c(=O)n2C, O=C(c1ccc(Cl)cc1)c1ccc(CBr)cc1, [K+], [K+], CN(C)C=O. Product: Cc1cc2c(c(=O)n(C)c(=O)n2C)n1Cc1ccc(C(=O)c2ccc(Cl)cc2)cc1. Reaction SMILES: [C:32](=[O:33])([O-:34])[O-:35].[CH3:1][n:2]1[c:3](=[O:14])[n:4]([CH3:13])[c:5](=[O:12])[c:6]2[c:7]1[cH:8][c:9]([CH3:11])[nH:10]2.[Cl:15][c:16]1[cH:17][cH:18][c:19]([C:20](=[O:21])[c:22]2[cH:23][cH:24][c:25]([CH2:26][Br:27])[cH:28][cH:29]2)[cH:30][cH:31]1.[K+:36].[K+:37].[O:38]=[CH:39][N:40]([CH3:41])[CH3:42]>>[CH3:1][n:2]1[c:3](=[O:14])[n:4]([CH3:13])[c:5](=[O:12])[c:6]2[c:7]1[cH:8][c:9]([CH3:11])[n:10]2[CH2:26][c:25]1[cH:24][cH:23][c:22]([C:20]([c:19]2[cH:18][cH:17][c:16]([Cl:15])[cH:31][cH:30]2)=[O:21])[cH:29][cH:28]1. The reactants are P(Br)(Br)Br (phosphorus tribromide), ClC1=CC(=C(CO)C=C1OC(C)C)F (4-chloro-2-fluoro-5-isopropoxybenzyl alcohol), ice water. Run in C(C)OCC (diethyl ether). Reaction conditions: time 3 hour. Yields the product ClC1=CC(=C(CBr)C=C1OC(C)C)F (4-chloro-2-fluoro-5-isopropoxybenzyl bromide). The yield is 254.0%. RXN SMILES: [Cl:1][C:2]1[C:9]([O:10][CH:11]([CH3:13])[CH3:12])=[CH:8][C:5]([CH2:6]O)=[C:4]([F:14])[CH:3]=1.P(Br)(Br)[Br:16]>C(OCC)C>[Cl:1][C:2]1[C:9]([O:10][CH:11]([CH3:13])[CH3:12])=[CH:8][C:5]([CH2:6][Br:16])=[C:4]([F:14])[CH:3]=1. Procedure: 124 g (0.56 mol) of 4-chloro-2-fluoro-5-isopropoxybenzyl alcohol was dissolved in 900 ml of diethyl ether, and 55 g (0.20 mol) of phosphorus tribromide was dropwise added thereto under cooling with ice. After stirring at room temperature for 3 hours, the reaction solution was poured into ice water and extracted with diethyl ether. The extract was washed with water and an aqueous sodium hydrogencarbonate solution, and then, the organic layer was dried over anhydrous magnesium sulfate. Diethyl eth...